This data is from the Open Reaction Database (ORD), a public repository of structured organic reaction records. The task is: describe an organic reaction: reactants, conditions, products, and yield Reactants: NC1=NC=C2C=CC(NC2=C1)=O (7-amino-1H-[1,6]naphthyridin-2-one), C([O-])([O-])=O.[Cs+].[Cs+] (cesium carbonate), C(C)I (ethyl iodine). The solvent is CN(C)C=O (DMF). Run at temperature 60 celsius, time 4.5 hour. Yields the product NC1=NC=C2C=CC(N(C2=C1)CC)=O (7-amino-1-ethyl-1H-[1,6]naphthyridin-2-one). The yield is 52.9%. As a reaction SMILES: [NH2:1][C:2]1[CH:11]=[C:10]2[C:5]([CH:6]=[CH:7][C:8](=[O:12])[NH:9]2)=[CH:4][N:3]=1.C(=O)([O-])[O-].[Cs+].[Cs+].[CH2:19](I)[CH3:20]>CN(C=O)C>[NH2:1][C:2]1[CH:11]=[C:10]2[C:5]([CH:6]=[CH:7][C:8](=[O:12])[N:9]2[CH2:19][CH3:20])=[CH:4][N:3]=1 |f:1.2.3|. Procedure: To a stirred solution of (XII) (2.1 g, 13 mmol) in dry DMF (65 mL) was added cesium carbonate (6.4 g, 19.6 mmol), followed by ethyl iodine (1.71 mL, 21.4 mmol), and the mixture was stirred at 60° C. for 4.5 hours. The cooled mixture was filtered, and the filtrate was diluted with ethyl acetate. The solution was washed with brine, dried, and concentrated to give an orange residue that was purified by silica gel chromatography, eluting with 1:1 ethyl acetate: hexanes and then ethyl acetate. Concen...